Dataset: the Open Reaction Database (ORD), a public repository of structured organic reaction records. Task: describe an organic reaction: reactants, conditions, products, and yield Starting materials: COC1=NC(=NC(=C1)C)N[Si](C)(C)C (4-methoxy-6-methyl-2-trimethylsilylaminopyrimidine), C1=CC=C(C=C1)OC(=S)Cl (phenyl chlorothionocarbonate). The solvent is C1(=CC=CC=C1)C (toluene). Conditions: temperature 80 celsius. Yields the product N(=C=S)C1=NC(=CC(=N1)OC)C (2-Isothiocyanato-4-methoxy-6-methylpyrimidine). Yield: 63.9%. RXN SMILES: [CH3:1][O:2][C:3]1[CH:8]=[C:7]([CH3:9])[N:6]=[C:5]([NH:10][Si](C)(C)C)[N:4]=1.C1C=CC(O[C:22](Cl)=[S:23])=CC=1>C1(C)C=CC=CC=1>[N:10]([C:5]1[N:4]=[C:3]([O:2][CH3:1])[CH:8]=[C:7]([CH3:9])[N:6]=1)=[C:22]=[S:23]. Procedure: A mixture of 4.2 g of 4-methoxy-6-methyl-2-trimethylsilylaminopyrimidine and 3.5 g of phenyl chlorothionocarbonate in 30 ml of toluene is stirred with heating at ca. 80° C. for 5.5 hours. The reaction solution is cooled to room temperature and filtered to remove the precipitate. The filtrate is concentrated under reduced pressure, and the residue is purified by silica gel chromatography (eluent: ethyl acetate: toluene =1:3) to give the title compound (2.3 g). mp 54°~55° C. The reactants are oil, CC1(C(C2=CC=CC=C2C1)C=1C(=NC=NC1)S(=O)(=O)C)C (5-(2,2-dimethyl-1-indanyl)-4-methanesulfonylpyrimidine), C(C1=CC=CC=C1)S (benzyl mercaptan), [H-].[Na+] (sodium hydride), [H][H] (Hydrogen). Run in CCCCCC (hexane), [OH-].[Na+] (sodium hydroxide), CCCCCC (hexane), O1CCCC1 (tetrahydrofuran). The product is C(C1=CC=CC=C1)SC1=NC=NC=C1C1C(CC2=CC=CC=C12)(C)C (4-Benzylthio-5-(2,2-dimethylindan-1-yl)pyrimidine). The yield is 82.1%. As a reaction SMILES: [CH3:1][C:2]1([CH3:21])[CH2:10][C:9]2[C:4](=[CH:5][CH:6]=[CH:7][CH:8]=2)[CH:3]1[C:11]1[C:12]([S:17]([CH3:20])(=O)=O)=[N:13][CH:14]=[N:15][CH:16]=1.C(S)[C:23]1[CH:28]=[CH:27][CH:26]=[CH:25][CH:24]=1.[H-].[Na+].[H][H]>O1CCCC1.CCCCCC.[OH-].[Na+]>[CH2:20]([S:17][C:12]1[C:11]([CH:3]2[C:4]3[C:9](=[CH:8][CH:7]=[CH:6][CH:5]=3)[CH2:10][C:2]2([CH3:21])[CH3:1])=[CH:16][N:15]=[CH:14][N:13]=1)[C:23]1[CH:28]=[CH:27][CH:26]=[CH:25][CH:24]=1 |f:2.3,7.8|. Reported procedure: A solution of 6.7 g of impure 5-(2,2-dimethyl-1-indanyl)-4-methanesulfonylpyrimidine (approximately 6.1 g (0.20 mol) in 50 mL of dry tetrahydrofuran was prepared and to this was added with stirring 2.5 mL (2.6 g, 0.21 mol) of benzyl mercaptan and then, in several small portions, 0.84 g of 60 percent sodium hydride in mineral oil (0.21 mol). Hydrogen was evolved and the mixture became cloudy. After about 4 hr the mixture was diluted with 200 mL of hexane and 150 mL of 2N aqueous sodium hydroxide.... The reactants are C(C)(C)(C)[Si](OCC[C@@](C(=O)OC(C)(C)C)([C@H](\C=C\CCCCCCC1(OCCO1)CCCCCCC)C(N[C@@H](CC1=CC=C(C=C1)OCC#CC)C(=O)OCC)=O)O)(C)C (tert-Butyl (E)-(2S,3S)-2-[2-(tert-butyl-dimethyl-silanyloxy)-ethyl]-3-[(S)-2-(4-but-2-ynyloxy-phenyl)-1-ethoxycarbonyl-ethylcarbamoyl]-11-(2-heptyl-[1,3]dioxolan-2-yl)-2-hydroxy-undec-4-enoate), [Cl-].[Na+] (sodium chloride), O (water), C(CC(O)(C(=O)O)CC(=O)O)(=O)O (citric acid). Run in C(C)#N (acetonitrile). Run at temperature 60 celsius, time 2.5 hour. Product: C(C#CC)OC1=CC=C(C=C1)C[C@@H](C(=O)OCC)NC(=O)[C@H]([C@](C(=O)OC(C)(C)C)(CCO)O)\C=C\CCCCCCC(CCCCCCC)=O (tert-butyl (E)-(2S,3S)-3-[(S)-2-(4-but-2-ynyloxy-phenyl)-1-ethoxycarbonyl-ethylcarbamoyl]-2-hydroxy-2-(2-hydroxy-ethyl)-12-oxo-nonadec-4-enoate). RXN SMILES: C([Si](C)(C)[O:6][CH2:7][CH2:8][C@:9]([OH:59])([C@@H:17]([C:38](=[O:58])[NH:39][C@H:40]([C:53]([O:55][CH2:56][CH3:57])=[O:54])[CH2:41][C:42]1[CH:47]=[CH:46][C:45]([O:48][CH2:49][C:50]#[C:51][CH3:52])=[CH:44][CH:43]=1)/[CH:18]=[CH:19]/[CH2:20][CH2:21][CH2:22][CH2:23][CH2:24][CH2:25][C:26]1([CH2:31][CH2:32][CH2:33][CH2:34][CH2:35][CH2:36][CH3:37])OCC[O:27]1)[C:10]([O:12][C:13]([CH3:16])([CH3:15])[CH3:14])=[O:11])(C)(C)C.C(O)(=O)CC(CC(O)=O)(C(O)=O)O.[Cl-].[Na+].O>C(#N)C>[CH2:49]([O:48][C:45]1[CH:44]=[CH:43][C:42]([CH2:41][C@H:40]([NH:39][C:38]([C@@H:17](/[CH:18]=[CH:19]/[CH2:20][CH2:21][CH2:22][CH2:23][CH2:24][CH2:25][C:26](=[O:27])[CH2:31][CH2:32][CH2:33][CH2:34][CH2:35][CH2:36][CH3:37])[C@@:9]([OH:59])([CH2:8][CH2:7][OH:6])[C:10]([O:12][C:13]([CH3:15])([CH3:16])[CH3:14])=[O:11])=[O:58])[C:53]([O:55][CH2:56][CH3:57])=[O:54])=[CH:47][CH:46]=1)[C:50]#[C:51][CH3:52] |f:2.3|. Procedure details: tert-Butyl (E)-(2S,3S)-2-[2-(tert-butyl-dimethyl-silanyloxy)-ethyl]-3-[(S)-2-(4-but-2-ynyloxy-phenyl)-1-ethoxycarbonyl-ethylcarbamoyl]-11-(2-heptyl-[1,3]dioxolan-2-yl)-2-hydroxy-undec-4-enoate (3.92 g, 4.49 mmol) was dissolved in acetonitrile (43 mL), and an aqueous solution of 0.5 M citric acid (19 mL, 9.50 mmol) was then added. The mixture was then stirred at 60° C. for 2.5 hours. The reaction solution was cooled to room temperature, and a mixture of a saturated aqueous solution (3.0 mL) of so... Reactants: C1(=CC=CC=C1)N1C=NC2=C(C1=O)SC=C2C2=CC=CC=C2 (3,7-Diphenylthieno[3,2-d]pyrimidin-4(3H)-one), NC1=C(SC=C1C1=CC=CC=C1)C(=O)OC (methyl 3-amino-4-phenylthiophene-2-carboxylate), C(OCC)(OCC)OCC (triethyl orthoformate), COC1=CC(=CC=C1)N (m-anisidine). Solvent: C(C)(=O)O (acetic acid). The product is COC=1C=C(C=CC1)N1C=NC2=C(C1=O)SC=C2C2=CC=CC=C2 (3-(3-Methoxyphenyl)-7-phenylthieno[3,2-d]pyrimidin-4(3H)-one). Yield: 83.0%. RXN SMILES: [C:1]1([N:7]2[C:12](=[O:13])[C:11]3[S:14][CH:15]=[C:16]([C:17]4[CH:22]=[CH:21][CH:20]=[CH:19][CH:18]=4)[C:10]=3[N:9]=[CH:8]2)[CH:6]=[CH:5][CH:4]=[CH:3][CH:2]=1.NC1C(C2C=CC=CC=2)=CSC=1[C:35](OC)=[O:36].C(OCC)(OCC)OCC.COC1C=CC=C(N)C=1>C(O)(=O)C>[CH3:35][O:36][C:3]1[CH:2]=[C:1]([N:7]2[C:12](=[O:13])[C:11]3[S:14][CH:15]=[C:16]([C:17]4[CH:18]=[CH:19][CH:20]=[CH:21][CH:22]=4)[C:10]=3[N:9]=[CH:8]2)[CH:6]=[CH:5][CH:4]=1. Reported procedure: In the same manner as the synthesis of Compound 1, methyl 3-amino-4-phenylthiophene-2-carboxylate (70 mg, 0.30 mmol), triethyl orthoformate (0.57 ml), m-anisidine (0.063 ml, 0.56 mmol), and acetic acid (0.07 ml) were used to give 83 mg (0.25 mmol, 83% yield) of the title compound. Run at time 10 minute. Yields the product BrC1=C(C(=CC(=C1)[N+](=O)[O-])O)NC(C)=O (N-(2-bromo-6-hydroxy-4-nitrophenyl)acetamide). The solvent is C(Cl)Cl (methylene chloride), C(Cl)Cl (methylene chloride), C(Cl)Cl.CCOC(=O)C (DCM EtOAc). Starting materials: BrC1=C(C(=CC(=C1)[N+](=O)[O-])OC)NC(C)=O (N-(2-bromo-6-methoxy-4-nitrophenyl)acetamide), B(Br)(Br)Br (BBr3), CCCCCC.CCOC(=O)C (hexane EtOAc), CO (MeOH). Reported procedure: To a slurry of 1.26 g of N-(2-bromo-6-methoxy-4-nitrophenyl)acetamide and 60 mL of methylene chloride at 0° C., 8.7 mL of 1.0 M BBr3 in methylene chloride was added dropwise. The mixture was slowly warmed to rt. and allowed to react overnight. MeOH was added next morning and allowed to stir for 10 min. TLC(50/50 hexane/EtOAc) showed reaction complete, different conditions(90/10 DCM/EtOAc) showed there to be two products. Added satd. NaHCO3, extracted with EtOAc(2×), dried organic over MgSO4 and ... As a reaction SMILES: [Br:1][C:2]1[CH:7]=[C:6]([N+:8]([O-:10])=[O:9])[CH:5]=[C:4]([O:11]C)[C:3]=1[NH:13][C:14](=[O:16])[CH3:15].B(Br)(Br)Br.CO.CCCCCC.CCOC(C)=O>C(Cl)Cl.C(Cl)Cl.CCOC(C)=O>[Br:1][C:2]1[CH:7]=[C:6]([N+:8]([O-:10])=[O:9])[CH:5]=[C:4]([OH:11])[C:3]=1[NH:13][C:14](=[O:16])[CH3:15] |f:3.4,6.7|. The reactants are ClCc1cncc(Br)c1, Cl, [H-], [Na+], O=S1(=O)CCCN1, CN(C)C=O. Product: O=S1(=O)CCCN1Cc1cncc(Br)c1. As a reaction SMILES: [Br:11][c:12]1[cH:13][n:14][cH:15][c:16]([CH2:18][Cl:19])[cH:17]1.[ClH:10].[H-:8].[Na+:9].[O:1]=[S:2]1(=[O:7])[NH:3][CH2:4][CH2:5][CH2:6]1.[O:20]=[CH:21][N:22]([CH3:23])[CH3:24]>>[O:1]=[S:2]1(=[O:7])[N:3]([CH2:18][c:16]2[cH:15][n:14][cH:13][c:12]([Br:11])[cH:17]2)[CH2:4][CH2:5][CH2:6]1. The reactants are COC(=O)C1=C(C=CC=C1)S(=O)(=O)N (2-methoxycarbonylbenzenesulfonamide), C1(CCCCC1)N=C=NC1CCCCC1 (dicyclohexylcarbodiimide), COC1=NC(=NC(=C1)OC)C(=O)O (4,6-dimethoxypyrimidine-2-carboxylic acid). Reagents/catalysts: CN(C1=CC=NC=C1)C (4-dimethylaminopyridine). Solvent: ClCCl (dichloromethane). Run at temperature 0 celsius, time 2 hour. The product is COC1=NC(=NC(=C1)OC)C(=O)NS(=O)(=O)C1=C(C=CC=C1)C(=O)OC (N-[(4,6-Dimethoxypyrimidin-2-yl)carbonyl]-2-methoxycarbonylbenzenesulfonamide). As a reaction SMILES: [CH3:1][O:2][C:3]([C:5]1[CH:10]=[CH:9][CH:8]=[CH:7][C:6]=1[S:11]([NH2:14])(=[O:13])=[O:12])=[O:4].C1(N=C=NC2CCCCC2)CCCCC1.[CH3:30][O:31][C:32]1[CH:37]=[C:36]([O:38][CH3:39])[N:35]=[C:34]([C:40](O)=[O:41])[N:33]=1>CN(C)C1C=CN=CC=1.ClCCl>[CH3:30][O:31][C:32]1[CH:37]=[C:36]([O:38][CH3:39])[N:35]=[C:34]([C:40]([NH:14][S:11]([C:6]2[CH:7]=[CH:8][CH:9]=[CH:10][C:5]=2[C:3]([O:2][CH3:1])=[O:4])(=[O:13])=[O:12])=[O:41])[N:33]=1. Procedure: 2.2 g of 2-methoxycarbonylbenzenesulfonamide are added in portions at 0° C. to 2° C. to a mixture of 2.3 g of dicyclohexylcarbodiimide, 120 mg of 4-dimethylaminopyridine and 2.2 g of 4,6-dimethoxypyrimidine-2-carboxylic acid in 80 ml of absolute dichloromethane. The mixture is stirred for 0.5 hour at 0° C. and 2 hours at room temperature, and allowed to stand overnight. The urea which has precipitated is filtered off, the filtrate is concentrated in vacuo, and the residue is stirred for 0.5 hour... Starting materials: CC(=O)c1ccc(S(=O)(=O)Cl)cc1, CCC(=O)O, Cl, Nc1ccc2[nH]c(=O)c3[nH]ccc3c2c1. Product: CCC(=O)O, CC(=O)c1ccc(S(=O)(=O)Nc2ccc3[nH]c(=O)c4[nH]ccc4c3c2)cc1. As a reaction SMILES: [C:22]([CH3:23])(=[O:24])[c:25]1[cH:26][cH:27][c:28]([S:31](=[O:32])(=[O:33])[Cl:34])[cH:29][cH:30]1.[CH2:2]([CH3:3])[C:4](=[O:5])[OH:6].[ClH:1].[NH2:7][c:8]1[cH:9][c:10]2[c:11]3[c:12]([c:13](=[O:18])[nH:14][c:15]2[cH:16][cH:17]1)[nH:19][cH:20][cH:21]3>>[CH2:2]([CH3:3])[C:4](=[O:5])[OH:6].[NH:7]([c:8]1[cH:9][c:10]2[c:11]3[c:12]([c:13](=[O:18])[nH:14][c:15]2[cH:16][cH:17]1)[nH:19][cH:20][cH:21]3)[S:31]([c:28]1[cH:27][cH:26][c:25]([C:22]([CH3:23])=[O:24])[cH:30][cH:29]1)(=[O:32])=[O:33]. Starting materials: C, C1CCOC1, CCO, O=C(c1ccc(Oc2ccc([N+](=O)[O-])cn2)cc1)N1CCN(Cc2ccc3c(c2)OCO3)CC1, [Pt]. Product: Nc1ccc(Oc2ccc(C(=O)N3CCN(Cc4ccc5c(c4)OCO5)CC3)cc2)nc1. Reaction SMILES: [C:38].[CH2:40]1[O:41][CH2:42][CH2:43][CH2:44]1.[CH3:35][CH2:36][OH:37].[N+:1]([O-:2])(=[O:3])[c:4]1[cH:5][cH:6][c:7]([O:10][c:11]2[cH:12][cH:13][c:14]([C:17](=[O:18])[N:19]3[CH2:20][CH2:21][N:22]([CH2:25][c:26]4[cH:27][c:28]5[c:32]([cH:33][cH:34]4)[O:31][CH2:30][O:29]5)[CH2:23][CH2:24]3)[cH:15][cH:16]2)[n:8][cH:9]1.[Pt:39]>>[NH2:1][c:4]1[cH:5][cH:6][c:7]([O:10][c:11]2[cH:12][cH:13][c:14]([C:17](=[O:18])[N:19]3[CH2:20][CH2:21][N:22]([CH2:25][c:26]4[cH:27][c:28]5[c:32]([cH:33][cH:34]4)[O:31][CH2:30][O:29]5)[CH2:23][CH2:24]3)[cH:15][cH:16]2)[n:8][cH:9]1. The reactants are CCOC(=O)c1cc(Cl)nc(OC)c1, Cc1ccccc1, C1COCCO1. Yields the product CCOC(=O)c1cc(C)nc(OC)c1. RXN SMILES: [CH2:1]([CH3:2])[O:3][C:4]([c:5]1[cH:6][c:7]([Cl:13])[n:8][c:9]([O:11][CH3:12])[cH:10]1)=[O:14].[CH3:15][c:16]1[cH:17][cH:18][cH:19][cH:20][cH:21]1.[O:22]1[CH2:23][CH2:24][O:25][CH2:26][CH2:27]1>>[CH2:1]([CH3:2])[O:3][C:4]([c:5]1[cH:6][c:7]([CH3:15])[n:8][c:9]([O:11][CH3:12])[cH:10]1)=[O:14].